Dataset: the Open Reaction Database (ORD), a public repository of structured organic reaction records. Task: describe an organic reaction: reactants, conditions, products, and yield Starting materials: C(C)(C)(C)OC(NC1=C(C=C(C(=C1)OCC)C(F)(F)F)NC(CC(C1=CC(=CC=C1)C=1C=NC=CC1)=O)=O)=O ({5-ethoxy-2-[3-oxo-3-(3-pyridin-3-yl-phenyl)-propionylamino]-4-trifluoromethyl-phenyl}-carbamic acid tert-butyl ester), C(=O)(C(F)(F)F)O (TFA). The solvent is C(Cl)Cl (CH2Cl2). Yields the product C(C)OC1=CC2=C(NC(CC(=N2)C2=CC(=CC=C2)C=2C=NC=CC2)=O)C=C1C(F)(F)F (7-Ethoxy-4-(3-pyridin-3-yl-phenyl)-8-trifluoromethyl-1,3-dihydro-benzo[b][1,4]diazepin-2-one), solid. Isolated yield 74.0%. As a reaction SMILES: C(OC(=O)[NH:7][C:8]1[CH:13]=[C:12]([O:14][CH2:15][CH3:16])[C:11]([C:17]([F:20])([F:19])[F:18])=[CH:10][C:9]=1[NH:21][C:22](=[O:38])[CH2:23][C:24](=O)[C:25]1[CH:30]=[CH:29][CH:28]=[C:27]([C:31]2[CH:32]=[N:33][CH:34]=[CH:35][CH:36]=2)[CH:26]=1)(C)(C)C.C(O)(C(F)(F)F)=O>C(Cl)Cl>[CH2:15]([O:14][C:12]1[C:11]([C:17]([F:20])([F:19])[F:18])=[CH:10][C:9]2[NH:21][C:22](=[O:38])[CH2:23][C:24]([C:25]3[CH:30]=[CH:29][CH:28]=[C:27]([C:31]4[CH:32]=[N:33][CH:34]=[CH:35][CH:36]=4)[CH:26]=3)=[N:7][C:8]=2[CH:13]=1)[CH3:16]. Procedure details: The title compound was prepared from {5-ethoxy-2-[3-oxo-3-(3-pyridin-3-yl-phenyl)-propionylamino]-4-trifluoromethyl-phenyl}-carbamic acid tert-butyl ester (Example M166) (265 mg, 0.488 mmol) by treatment with TFA in CH2Cl2 according to the general procedure N. Obtained as a white solid (154 mg, 74%). The reactants are BrC=1C=C(C=CC1)C1OCCO1 (2-(3-bromophenyl)-1,3-dioxolane), CC(C)([O-])C.[Na+] (sodium tert-butoxide), C(CCCCC)N (n-hexylamine), Ph5FcP(t-Bu)2. The reagents and catalysts are C=1C=CC(=CC1)/C=C/C(=O)/C=C/C2=CC=CC=C2.C=1C=CC(=CC1)/C=C/C(=O)/C=C/C2=CC=CC=C2.[Pd] (Pd(dba)2). The solvent is C1(=CC=CC=C1)C (toluene). Yields the product C(CCCCC)NC=1C=C(C=CC1)C1OCCO1 (2-(3-(N-n-hexyl)aminophenyl)-1,3-dioxolane). Isolated yield 94.6%. RXN SMILES: Br[C:2]1[CH:3]=[C:4]([CH:8]2[O:12][CH2:11][CH2:10][O:9]2)[CH:5]=[CH:6][CH:7]=1.[CH2:13]([NH2:19])[CH2:14][CH2:15][CH2:16][CH2:17][CH3:18].CC(C)([O-])C.[Na+]>C1(C)C=CC=CC=1.C1C=CC(/C=C/C(/C=C/C2C=CC=CC=2)=O)=CC=1.C1C=CC(/C=C/C(/C=C/C2C=CC=CC=2)=O)=CC=1.[Pd]>[CH2:13]([NH:19][C:2]1[CH:3]=[C:4]([CH:8]2[O:12][CH2:11][CH2:10][O:9]2)[CH:5]=[CH:6][CH:7]=1)[CH2:14][CH2:15][CH2:16][CH2:17][CH3:18] |f:2.3,5.6.7|. Reported procedure: According to the general procedure B, 2-(3-bromophenyl)-1,3-dioxolane (115 mg, 0.50 mmol) reacted with n-hexylamine (80 μl, 0.60 mmol) using 1 mol % of Pd(dba)2, 2 mol % of Ph5FcP(t-Bu)2, and sodium tert-butoxide (58 mg, 0.60 mmol) in toluene at 100° C. to give the title compound (118 mg, 94%) as a colorless oil: 1H-NMR (300 MHz, CDCl3): δ 7.19 (t, 1H, J=7.8 Hz), 6.81 (d, 1H, J=6.9 Hz), 6.74 (s, 1H), 6.61 (m, 1H), 5.77 (s, 1H), 4.13 (m, 2H), 4.03 (m, 2H), 3.55 (bs, 1H), 3.13 (t, 2H, J=6.9 and 7.... The reactants are C(CCC=C)(=O)OC1=CC=CC=C1 (phenyl pent-4-enoate), C(=C)OCCCC (butyl vinyl ether), unpurified product. Conditions: time 2 hour. Yields the product C(CCC)O\C=C/CCC(=O)OC1=CC=CC=C1 ((Z)-Phenyl 5-butoxypent-4-enoate). The yield is 78.9%. Reaction SMILES: [C:1]([O:7][C:8]1[CH:13]=[CH:12][CH:11]=[CH:10][CH:9]=1)(=[O:6])[CH2:2][CH2:3][CH:4]=[CH2:5].C([O:16][CH2:17][CH2:18][CH2:19][CH3:20])=C>>[CH2:17]([O:16]/[CH:5]=[CH:4]\[CH2:3][CH2:2][C:1]([O:7][C:8]1[CH:9]=[CH:10][CH:11]=[CH:12][CH:13]=1)=[O:6])[CH2:18][CH2:19][CH3:20]. Procedure details: Following the general procedure, phenyl pent-4-enoate (50.0 mg, 0.284 mmol) was treated with butyl vinyl ether (284 mg, 2.84 mmol) and 2.5 mol % of in situ-generated complex la (71.0 μL, 0.10 M, 7.09 μmol; final substrate concentration=4.0 M) and allowed to stir for 2 h. The unpurified product is 98% Z (as determined by 400 MHz 1H NMR analysis). The resulting oil was purified by silica gel chromatography (50:1 hexanes:Et2O) to afford 8c (55.6 mg, 0.224 mmol, 79.0% yield, >98% Z isomer) as a colo... Starting materials: C(C1=CC=C(C=O)C=C1)=O (terephthalaldehyde), [H-].[Na+] (sodium hydride), CCOC(=O)C(C)P(=O)(OCC)OCC (triethyl 2-phosphonopropionate), 1L, O (water). Run in C(OC)COC (DME), C(OC)COC (dimethoxyethane). Yields the product C(=O)C1=CC=C(C=C(C(=O)OCC)C)C=C1 (ethyl 4-formyl-α-methylcinnamate). As a reaction SMILES: [H-].[Na+].[CH3:3][CH2:4][O:5][C:6]([CH:8](P(OCC)(OCC)=O)[CH3:9])=[O:7].[CH:18](=O)[C:19]1[CH:26]=[CH:25][C:22]([CH:23]=[O:24])=[CH:21][CH:20]=1.O>C(COC)OC>[CH:23]([C:22]1[CH:25]=[CH:26][C:19]([CH:18]=[C:8]([CH3:9])[C:6]([O:5][CH2:4][CH3:3])=[O:7])=[CH:20][CH:21]=1)=[O:24] |f:0.1|. Procedure details: To a suspension of 10.0 g of 50% sodium hydride (dispersion in mineral oil) in freshly distilled dimethoxyethane (DME, 350 ml) stirred under nitrogen at 10° is added 53.6 ml of triethyl 2-phosphonopropionate in ca. 40 minutes. The mixture is stirred for 0.5 hour at 10° and for an additional 1.5 hours during which time the temperature is allowed to rise to room temperature. This solution is transferred under nitrogen by cannula to a 500 ml addition funnel and is added dropwise to a solution of te... The reactants are ClC(C(=O)C=1NC=CC1)(Cl)Cl (2-(trichloroacetyl)pyrrole), C(=O)([O-])[O-].[K+].[K+] (K2CO3), CO (MeOH). Product: N1C(=CC=C1)C(=O)OC (Methyl 1H-pyrrole-2-carboxylate). The yield is 93.0%. Reaction SMILES: ClC(Cl)(Cl)C([C:5]1[NH:6][CH:7]=[CH:8][CH:9]=1)=O.[C:12]([O-:15])([O-])=[O:13].[K+].[K+].[CH3:18]O>>[NH:6]1[CH:7]=[CH:8][CH:9]=[C:5]1[C:12]([O:15][CH3:18])=[O:13] |f:1.2.3|. Procedure: To a stirred solution of 2-(trichloroacetyl)pyrrole (10.00 g, 47.1 mmol) in MeOH (20 mL) was added K2CO3 (8.44 g, 61.2 mmol). The resulting mixture was stirred under reflux for 3 hours, cooled to room temperature and filtered. The filtrate was concentrated in vacuo to give 2 as a dark brown solid (5.50 g, 93%). 1H NMR (CDCl3) δ 9.49 (bs, 1H), 6.92-6.96 (m, 2H), 6.26 (m, 1H), and 3.86 (s, 3H); 13C NMR (CDCl3) δ 162.05, 123.33, 122.79, 115.56, 110.66, and 51.72.